This data is from the Open Reaction Database (ORD), a public repository of structured organic reaction records. The task is: describe an organic reaction: reactants, conditions, products, and yield The reactants are BrB(Br)Br, COc1ccccc1-c1cc(Oc2ccc3cccnc3c2)ncn1, ClCCl. The product is Oc1ccccc1-c1cc(Oc2ccc3cccnc3c2)ncn1. Reaction SMILES: [B:26]([Br:27])([Br:28])[Br:29].[CH3:1][O:2][c:3]1[c:4](-[c:9]2[cH:10][c:11]([O:15][c:16]3[cH:17][cH:18][c:19]4[cH:20][cH:21][cH:22][n:23][c:24]4[cH:25]3)[n:12][cH:13][n:14]2)[cH:5][cH:6][cH:7][cH:8]1.[Cl:30][CH2:31][Cl:32]>>[OH:2][c:3]1[c:4](-[c:9]2[cH:10][c:11]([O:15][c:16]3[cH:17][cH:18][c:19]4[cH:20][cH:21][cH:22][n:23][c:24]4[cH:25]3)[n:12][cH:13][n:14]2)[cH:5][cH:6][cH:7][cH:8]1. Reactants: C, CNc1ncnc2c1ncn2-c1ccc([N+](=O)[O-])cc1, CO, [H][H], [Pd]. The product is CNc1ncnc2c1ncn2-c1ccc(N)cc1. RXN SMILES: [C:25].[CH3:1][NH:2][c:3]1[c:4]2[n:5][cH:6][n:7](-[c:12]3[cH:13][cH:14][c:15]([N+:18]([O-:19])=[O:20])[cH:16][cH:17]3)[c:8]2[n:9][cH:10][n:11]1.[CH3:23][OH:24].[H:21][H:22].[Pd:26]>>[CH3:1][NH:2][c:3]1[c:4]2[n:5][cH:6][n:7](-[c:12]3[cH:13][cH:14][c:15]([NH2:18])[cH:16][cH:17]3)[c:8]2[n:9][cH:10][n:11]1.